From a dataset of the Open Reaction Database (ORD), a public repository of structured organic reaction records. describe an organic reaction: reactants, conditions, products, and yield The reactants are FC1=C(C(=C(C=2C(C3=CC=CC=C3C(C12)=O)=O)F)F)F (1,2,3,4-Tetrafluoroanthraquinone), ClC=1C=C(N)C=CC1C#N (3-chloro-4-cyanoaniline), ClC=1C=C(N)C=CC1C#N (3-chloro-4-cyanoaniline). Run at time 8 hour. Product: ClC=1C=C(NC2=C(C=3C(C4=CC=CC=C4C(C3C(=C2NC2=CC(=C(C=C2)C#N)Cl)F)=O)=O)F)C=CC1C#N (2,3-bis(3-chloro-4-cyanoanilino)-1,4-difluoroanthraquinone). As a reaction SMILES: [F:1][C:2]1[C:15]2[C:14](=[O:16])[C:13]3[C:8](=[CH:9][CH:10]=[CH:11][CH:12]=3)[C:7](=[O:17])[C:6]=2[C:5]([F:18])=[C:4](F)[C:3]=1F.[Cl:21][C:22]1[CH:23]=[C:24]([CH:26]=[CH:27][C:28]=1[C:29]#[N:30])[NH2:25]>>[Cl:21][C:22]1[CH:23]=[C:24]([CH:26]=[CH:27][C:28]=1[C:29]#[N:30])[NH:25][C:4]1[C:3]([NH:25][C:24]2[CH:26]=[CH:27][C:28]([C:29]#[N:30])=[C:22]([Cl:21])[CH:23]=2)=[C:2]([F:1])[C:15]2[C:14](=[O:16])[C:13]3[C:8](=[CH:9][CH:10]=[CH:11][CH:12]=3)[C:7](=[O:17])[C:6]=2[C:5]=1[F:18]. Procedure details: 1,2,3,4-Tetrafluoroanthraquinone and 25 g of 3-chloro-4-cyanoaniline were charged in a 50 cc, four necked flask and then the reaction was carried out at 150° C. for about 8 hours. After completion of reaction, 3-chloro-4-cyanoaniline was distilled out from the reaction solution and a column purification using a column with a silica gel was effected to give rise to 1.14 g of 2,3-bis(3-chloro-4-cyanoanilino)-1,4-difluoroanthraquinone (Dye 22') (yield 29.3 mol %). The physical properties of Dye 22'... The reactants are Cc1nc(C=Cc2conc2-c2ccc(F)cn2)sc1C(=O)O, NCC1CC1. The product is Cc1nc(C=Cc2conc2-c2ccc(F)cn2)sc1C(=O)NCC1CC1. Reaction SMILES: [F:1][c:2]1[cH:3][cH:4][c:5](-[c:8]2[n:9][o:10][cH:11][c:12]2[CH:13]=[CH:14][c:15]2[s:16][c:17]([C:21](=[O:22])[OH:23])[c:18]([CH3:20])[n:19]2)[n:6][cH:7]1.[NH2:24][CH2:25][CH:26]1[CH2:27][CH2:28]1>>[F:1][c:2]1[cH:3][cH:4][c:5](-[c:8]2[n:9][o:10][cH:11][c:12]2[CH:13]=[CH:14][c:15]2[s:16][c:17]([C:21](=[O:23])[NH:24][CH2:25][CH:26]3[CH2:27][CH2:28]3)[c:18]([CH3:20])[n:19]2)[n:6][cH:7]1. The reactants are COC=1C=CC2=C(CCN(C(N2)=O)C2CCNCC2)C1 (7-methoxy-3-piperidin-4-yl-1,3,4,5-tetrahydro-1,3-benzodiazepin-2-one), ClC1=CC(=NC=N1)C(=O)C1=CC2=C(N(C(O2)=O)C)C(=C1)CN1N=CC=C1 (6-(6-chloro-pyrimidine-4-carbonyl)-3-methyl-4-pyrazol-1-ylmethyl-3H-benzoxazol-2-one), CCN(C(C)C)C(C)C (DIPEA). Run in CN(C)C=O (DMF). Reaction conditions: time 48 hour. Product: COC1=CC2=C(NC(N(CC2)C2CCN(CC2)C2=NC=NC(=C2)C(=O)C2=CC3=C(N(C(O3)=O)C)C(=C2)CN2N=CC=C2)=O)C=C1 (7-methoxy-3-{1-[6-(3-methyl-2-oxo-4-pyrazol-1-ylmethyl-2,3-dihydro-benzoxazole-6-carbonyl)-pyrimidin-4-yl]-piperidin-4-yl}-1,3,4,5-tetrahydro-benzo[d][1,3]diazepin-2-one). As a reaction SMILES: [CH3:1][O:2][C:3]1[CH:4]=[CH:5][C:6]2[NH:12][C:11](=[O:13])[N:10]([CH:14]3[CH2:19][CH2:18][NH:17][CH2:16][CH2:15]3)[CH2:9][CH2:8][C:7]=2[CH:20]=1.Cl[C:22]1[N:27]=[CH:26][N:25]=[C:24]([C:28]([C:30]2[CH:40]=[C:39]([CH2:41][N:42]3[CH:46]=[CH:45][CH:44]=[N:43]3)[C:33]3[N:34]([CH3:38])[C:35](=[O:37])[O:36][C:32]=3[CH:31]=2)=[O:29])[CH:23]=1.CCN(C(C)C)C(C)C>CN(C=O)C>[CH3:1][O:2][C:3]1[CH:4]=[CH:5][C:6]2[NH:12][C:11](=[O:13])[N:10]([CH:14]3[CH2:19][CH2:18][N:17]([C:22]4[CH:23]=[C:24]([C:28]([C:30]5[CH:40]=[C:39]([CH2:41][N:42]6[CH:46]=[CH:45][CH:44]=[N:43]6)[C:33]6[N:34]([CH3:38])[C:35](=[O:37])[O:36][C:32]=6[CH:31]=5)=[O:29])[N:25]=[CH:26][N:27]=4)[CH2:16][CH2:15]3)[CH2:9][CH2:8][C:7]=2[CH:20]=1. Procedure: 140 mg (0.508 mmol) 7-methoxy-3-piperidin-4-yl-1,3,4,5-tetrahydro-1,3-benzodiazepin-2-one, 210 mg (0.284 mmol) 6-(6-chloro-pyrimidine-4-carbonyl)-3-methyl-4-pyrazol-1-ylmethyl-3H-benzoxazol-2-one and 0.100 mL (0.581 mmol) DIPEA were combined in 1.0 mL DMF and stirred for 48 h at RT. Then the reaction mixture was purified several times by preparative HPLC-MS. The fractions containing the product were combined and freeze-dried. Starting materials: [Si](C)(C)(C(C)(C)C)O[C@@H]1C=C2C=C[C@@H]([C@@H]([C@H]2[C@H](C1)OC(C(CC)(OC)CC)=O)CC[C@@H]1C[C@H](CC(O1)=O)O[Si](C)(C)C(C)(C)C)C ((4R,6R)-6-{(1S,2S,6S,8S,8aR)-2-[1,2,6,7,8,8a-Hexahydro-6-t-butyldimethylsilyloxy-8-(2-ethyl-2-methoxybutyryloxy)-2-methyl-1-naphthyl]ethyl}tetrahydro-4-t-butyldimethylsilyloxy-2H-pyran-2-one), solution, [F-].C(CCC)[N+](CCCC)(CCCC)CCCC (tetrabutylammonium fluoride). The product is O[C@@H]1C=C2C=C[C@@H]([C@@H]([C@H]2[C@H](C1)OC(C(CC)(OC)CC)=O)CC[C@@H]1C[C@H](CC(O1)=O)O)C ((4R,6R)-6-{(1S,2S,6S,8S,8aR)-2-[1,2,6,7,8,8a-Hexahydro-6-hydroxy-8-(2-ethyl-2-methoxybutyryloxy)-2-methyl-1-naphthyl]ethyl}tetrahydro-4-hydroxy-2H-pyran-2-one). Reported procedure: A procedure similar to that described in Example 2, above, was followed, but using 548 mg of (4R,6R)-6-{(1S,2S,6S,8S,8aR)-2-[1,2,6,7,8,8a-hexahydro-6-t-butyldimethylsilyloxy-8-(2-ethyl-2-methoxybutyryloxy)-2-methyl-1-naphthyl]ethyl}tetrahydro-4-t-butyldimethylsiloxy-2H-pyran-2-one [prepared as described in Example 154, above] and 11.3 ml of a 1.0 molar solution of tetrabutylammonium fluoride in tetrahydrofuran, to give 288 mg of the title compound as a colorless foam. RXN SMILES: [Si]([O:8][C@H:9]1[CH2:18][C@H:17]([O:19][C:20](=[O:28])[C:21]([CH2:26][CH3:27])([O:24][CH3:25])[CH2:22][CH3:23])[C@H:16]2[C:11]([CH:12]=[CH:13][C@H:14]([CH3:46])[C@@H:15]2[CH2:29][CH2:30][C@H:31]2[O:36][C:35](=[O:37])[CH2:34][C@H:33]([O:38][Si](C(C)(C)C)(C)C)[CH2:32]2)=[CH:10]1)(C(C)(C)C)(C)C.[F-].C([N+](CCCC)(CCCC)CCCC)CCC>O1CCCC1>[OH:8][C@H:9]1[CH2:18][C@H:17]([O:19][C:20](=[O:28])[C:21]([CH2:26][CH3:27])([O:24][CH3:25])[CH2:22][CH3:23])[C@H:16]2[C:11]([CH:12]=[CH:13][C@H:14]([CH3:46])[C@@H:15]2[CH2:29][CH2:30][C@H:31]2[O:36][C:35](=[O:37])[CH2:34][C@H:33]([OH:38])[CH2:32]2)=[CH:10]1 |f:1.2|. The solvent is O1CCCC1 (tetrahydrofuran). Yield: 79.2%.